From a dataset of the Open Reaction Database (ORD), a public repository of structured organic reaction records. describe an organic reaction: reactants, conditions, products, and yield The reactants are CI, [K+], CN(C)C=O, [OH-], Oc1cccc2[nH]ccc12. The product is COc1cccc2[nH]ccc12. As a reaction SMILES: [CH3:13][I:14].[K+:2].[O:15]=[CH:16][N:17]([CH3:18])[CH3:19].[OH-:1].[OH:3][c:4]1[c:5]2[cH:6][cH:7][nH:8][c:9]2[cH:10][cH:11][cH:12]1>>[O:3]([c:4]1[c:5]2[cH:6][cH:7][nH:8][c:9]2[cH:10][cH:11][cH:12]1)[CH3:13]. Starting materials: COc1cccc2cc(C(O)CCCO)oc12, ClCCl, O, Cc1ccc(S(=O)(=O)O)cc1. The product is COc1cccc2cc(C3CCCO3)oc12. As a reaction SMILES: [CH3:1][O:2][c:3]1[cH:4][cH:5][cH:6][c:7]2[cH:8][c:9]([CH:12]([CH2:13][CH2:14][CH2:15][OH:16])[OH:17])[o:10][c:11]12.[Cl:30][CH2:31][Cl:32].[OH2:18].[c:19]1([CH3:20])[cH:21][cH:22][c:23]([S:24]([OH:25])(=[O:26])=[O:27])[cH:28][cH:29]1>>[CH3:1][O:2][c:3]1[cH:4][cH:5][cH:6][c:7]2[cH:8][c:9]([CH:12]3[CH2:13][CH2:14][CH2:15][O:17]3)[o:10][c:11]12. The reactants are Cl.FC(C1NCCNCC1)(F)F (5-trifluoromethyl-[1,4]diazepane hydrochloride), O.O.O.O.O.O.O.O.O.O.C([O-])([O-])=O.[Na+].[Na+] (sodium carbonate decahydrate), FC1=C(C=O)C=CC=C1 (2-fluoro-benzaldehyde), CC(OCC)=O (EA). The solvent is CS(=O)C (DMSO), O (water). Reaction conditions: temperature 160 celsius, time 4 hour. Yields the product FC(C1NCCN(CC1)C1=C(C=O)C=CC=C1)(F)F (2-(5-trifluoromethyl-[1,4]diazepan-1-yl)-benzaldehyde). Isolated yield 31.9%. RXN SMILES: Cl.[F:2][C:3]([F:12])([F:11])[CH:4]1[CH2:10][CH2:9][NH:8][CH2:7][CH2:6][NH:5]1.O.O.O.O.O.O.O.O.O.O.C(=O)([O-])[O-].[Na+].[Na+].F[C:30]1[CH:37]=[CH:36][CH:35]=[CH:34][C:31]=1[CH:32]=[O:33].CC(=O)OCC>CS(C)=O.O>[F:12][C:3]([F:2])([F:11])[CH:4]1[CH2:10][CH2:9][N:8]([C:30]2[CH:37]=[CH:36][CH:35]=[CH:34][C:31]=2[CH:32]=[O:33])[CH2:7][CH2:6][NH:5]1 |f:0.1,2.3.4.5.6.7.8.9.10.11.12.13.14|. Procedure details: A mixture of 5-trifluoromethyl-[1,4]diazepane hydrochloride (1.17 g; 4.83 mmol; 1.2 eq.), sodium carbonate decahydrate (2.13 g; 20.14 mmol; 5 eq.) and 2-fluoro-benzaldehyde (500 mg; 4.03 mmol; 1 eq.) in DMSO (20 mL) and water (20 mL) was stirred at 160° C. for 4 hours. The solution was diluted EA and the organic layer washed with water (3×) then brine (2×), dried over magnesium sulfate and concentrated in vacuo. Purification by column chromatography (15% to 33% EA in heptanes) afforded the title... Starting materials: CC(C)C(=O)NC1CCc2[nH]c3ccc(C#N)cc3c2C1, Fc1ccc(CCl)nc1, Cl, [H-], [Na+], CN(C)C=O. Yields the product CC(C)C(=O)NC1CCc2c(c3cc(C#N)ccc3n2Cc2ccc(F)cn2)C1. RXN SMILES: [C:3](#[N:4])[c:5]1[cH:6][c:7]2[c:8]3[c:13]([nH:14][c:15]2[cH:16][cH:17]1)[CH2:12][CH2:11][CH:10]([NH:18][C:19]([CH:20]([CH3:21])[CH3:22])=[O:23])[CH2:9]3.[Cl:25][CH2:26][c:27]1[n:28][cH:29][c:30]([F:33])[cH:31][cH:32]1.[ClH:24].[H-:1].[Na+:2].[O:34]=[CH:35][N:36]([CH3:37])[CH3:38]>>[C:3](#[N:4])[c:5]1[cH:6][c:7]2[c:8]3[c:13]([n:14]([CH2:26][c:27]4[n:28][cH:29][c:30]([F:33])[cH:31][cH:32]4)[c:15]2[cH:16][cH:17]1)[CH2:12][CH2:11][CH:10]([NH:18][C:19]([CH:20]([CH3:21])[CH3:22])=[O:23])[CH2:9]3. The reactants are C(CN([C@@H](CCC(=O)[O-])C(=O)[O-])CC(=O)O)(=O)O.[Na+].[Na+].[Na+].[Na+].N([C@@H](CCC(=O)[O-])C(=O)[O-])(CC(=O)O)CC(=O)O (tetrasodium glutamate N,N-diacetic acid), C(CO)(=O)[O-].[Na+] (sodium glycolate). Product: N[C@@H](CCC(=O)[O-])C(=O)[O-].[Na+].[Na+] (sodium glutamate), [C-]#N.[Na+] (sodium cyanide), C=O (formalin), [OH-].[Na+] (sodium hydroxide). RXN SMILES: C(O)(=O)C[N:3](CC(O)=O)[C@H:4]([C:10]([O-:12])=[O:11])[CH2:5][CH2:6][C:7]([O-:9])=[O:8].[Na+:19].[Na+].[Na+].[Na+].[N:23](CC(O)=O)(CC(O)=O)[C@H:24](C([O-])=O)CC[C:27]([O-])=[O:28].C([O-])(=O)C[OH:43].[Na+]>>[NH2:3][C@H:4]([C:10]([O-:12])=[O:11])[CH2:5][CH2:6][C:7]([O-:9])=[O:8].[Na+:19].[Na+:19].[C-:24]#[N:23].[Na+:19].[CH2:27]=[O:28].[OH-:43].[Na+:19] |f:0.1.2.3.4.5,6.7,8.9.10,11.12,14.15|. Procedure details: A reaction mixture containing 50% by weight of tetrasodium glutamate N,N-diacetic acid and 5% by weight of sodium glycolate was obtained from sodium glutamate, sodium cyanide, formalin and sodium hydroxide as raw materials. 100 g of this reaction mixture, 52 g of 48% sodium hydroxide, and 848 g of water were mixed to form a cleaning agent. The cleaning power of the cleaning agent was tested. Result obtained was shown in Table 6. The concentrations of tetrasodium glutamic acid diacetic acid (GD) ... Starting materials: N(N)C1=CC(N(C(N1CC(C)C)=O)C)=O (6-hydrazino-1-isobutyl-3-methylpyrimidine-2,4(1H,3H)-dione), CC=1C=C2C(=CNC2=CC1)C=O (5-methyl-1H-indole-3-carbaldehyde), C(=O)C1=CC(=CN1C)C#N (5-formyl-1-methyl-1H-pyrrole-3-carbonitrile). Yields the product C(C(C)C)N1C(N(C(C=2C1=NN(C2C2=CC(=CN2C)C#N)CC2=CNC1=CC=C(C=C21)C)=O)C)=O (5-{7-isobutyl-5-methyl-2-[(5-methyl-1H-indol-3-yl)methyl]-4,6-dioxo-4,5,6,7-tetrahydro-2H-pyrazolo[3,4-d]pyrimidin-3-yl}-1-methyl-1H-pyrrole-3-carbonitrile). As a reaction SMILES: [NH:1]([C:3]1[N:8]([CH2:9][CH:10]([CH3:12])[CH3:11])[C:7](=[O:13])[N:6]([CH3:14])[C:5](=[O:15])[CH:4]=1)[NH2:2].[CH3:16][C:17]1[CH:18]=[C:19]2[C:23](=[CH:24][CH:25]=1)[NH:22][CH:21]=[C:20]2[CH:26]=O.[CH:28]([C:30]1[N:34]([CH3:35])[CH:33]=[C:32]([C:36]#[N:37])[CH:31]=1)=O>>[CH2:9]([N:8]1[C:3]2=[N:1][N:2]([CH2:26][C:20]3[C:19]4[C:23](=[CH:24][CH:25]=[C:17]([CH3:16])[CH:18]=4)[NH:22][CH:21]=3)[C:28]([C:30]3[N:34]([CH3:35])[CH:33]=[C:32]([C:36]#[N:37])[CH:31]=3)=[C:4]2[C:5](=[O:15])[N:6]([CH3:14])[C:7]1=[O:13])[CH:10]([CH3:11])[CH3:12]. Procedure details: This compound was made following the procedure described above, starting with 6-hydrazino-1-isobutyl-3-methylpyrimidine-2,4(1H,3H)-dione, and condensing first with 5-methyl-1H-indole-3-carbaldehyde, followed by 5-formyl-1-methyl-1H-pyrrole-3-carbonitrile. Mass: 470.26 (M+H). Starting materials: Cl (hydrochloric acid), C1(=CC=CC=C1)S(=O)(=O)NC1=C(NC2=CC(=CC(=C12)Cl)Cl)C(=O)OCC (3-[(phenylsulfonyl)amino]-2-carbethoxy-4,6-dichloroindole), O1CCCC1 (tetrahydrofuran), O.[OH-].[Li+] (lithium hydroxide monohydrate). The solvent is O (water), O (water). Reaction conditions: temperature 65 celsius. Product: C1(=CC=CC=C1)S(=O)(=O)NC1=C(NC2=CC(=CC(=C12)Cl)Cl)C(=O)O (3-[(Phenylsulfonyl)amino]-2-carboxy-4,6-dichloroindole). The yield is 61.3%. RXN SMILES: [C:1]1([S:7]([NH:10][C:11]2[C:19]3[C:14](=[CH:15][C:16]([Cl:21])=[CH:17][C:18]=3[Cl:20])[NH:13][C:12]=2[C:22]([O:24]CC)=[O:23])(=[O:9])=[O:8])[CH:6]=[CH:5][CH:4]=[CH:3][CH:2]=1.O1CCCC1.O.[OH-].[Li+].Cl>O>[C:1]1([S:7]([NH:10][C:11]2[C:19]3[C:14](=[CH:15][C:16]([Cl:21])=[CH:17][C:18]=3[Cl:20])[NH:13][C:12]=2[C:22]([OH:24])=[O:23])(=[O:8])=[O:9])[CH:2]=[CH:3][CH:4]=[CH:5][CH:6]=1 |f:2.3.4|. Reported procedure: Mix 3-[(phenylsulfonyl)amino]-2-carbethoxy-4,6-dichloroindole (0.35 g, 0.847 mmol), tetrahydrofuran (10 mL) and water (7 mL). Add lithium hydroxide monohydrate (0.11 g, 2.54 mmol) and stir at room temperature overnight. Warm at 65° C. for 5 hours, pour into water and acidify to pH 1 with 1N hydrochloric acid. Extract into ethyl acetate, dry (MgSO4) and evaporate the solvent in vacuo. Recrystallize (ethyl acetate/hexane) to give the title compound (0.2 g, 61%); mp 229°-35° C. (dec).